Dataset: the Open Reaction Database (ORD), a public repository of structured organic reaction records. Task: describe an organic reaction: reactants, conditions, products, and yield Starting materials: [H-].[Na+] (NaH), C1(CC1)NC(=O)[C@@H]1CC[C@H](CC1)CN(C)C1=NC=C(C=N1)Br (trans-4-{[(5-bromo-pyrimidin-2-yl)-methyl-amino]-methyl}-cyclohexanecarboxylic acid cyclopropylamide), [Cl-].ClCC[NH+](C)C (N-(2-chlorethyl)-N,N-dimethylammonium chloride). Reaction conditions: time 27 hour. Product: C1(CC1)N(C(=O)[C@@H]1CC[C@H](CC1)CN(C)C1=NC=C(C=N1)Br)CCN(C)C (trans-4-{[(5-bromo-pyrimidin-2-yl)-methyl-amino]-methyl}-cyclohexanecarboxylic acid cyclopropyl-(2-dimethylamino-ethyl)-amide). The yield is 62.2%. Procedure: 0.12 g (0.33 mmol) of trans-4-{[(5-bromo-pyrimidin-2-yl)-methyl-amino]-methyl}-cyclohexanecarboxylic acid cyclopropylamide was dissolved in 10 mL of DMA and treated with 0.21 g (4.90 mmol, 14 eq) of NaH (55% in oil) at 0° C. then warmed to RT. The mixture was then treated with 0.47 g (3.27 mmol, 10 eq) of N-(2-chlorethyl)-N,N-dimethylammonium chloride at 0° C. and warmed to RT. The reaction was stirred for 27 h, then partitioned between Et2O (×3)/aqueous 10% NaHCO3, washed once with aqueous 10% ... The solvent is CC(=O)N(C)C (DMA). Reaction SMILES: [CH:1]1([NH:4][C:5]([C@H:7]2[CH2:12][CH2:11][C@H:10]([CH2:13][N:14]([C:16]3[N:21]=[CH:20][C:19]([Br:22])=[CH:18][N:17]=3)[CH3:15])[CH2:9][CH2:8]2)=[O:6])[CH2:3][CH2:2]1.[H-].[Na+].[Cl-].Cl[CH2:27][CH2:28][NH+:29]([CH3:31])[CH3:30]>CC(N(C)C)=O>[CH:1]1([N:4]([CH2:27][CH2:28][N:29]([CH3:31])[CH3:30])[C:5]([C@H:7]2[CH2:8][CH2:9][C@H:10]([CH2:13][N:14]([C:16]3[N:21]=[CH:20][C:19]([Br:22])=[CH:18][N:17]=3)[CH3:15])[CH2:11][CH2:12]2)=[O:6])[CH2:3][CH2:2]1 |f:1.2,3.4|.